From a dataset of the Open Reaction Database (ORD), a public repository of structured organic reaction records. describe an organic reaction: reactants, conditions, products, and yield The reagents and catalysts are C=1C=CC(=CC1)[P](C=2C=CC=CC2)(C=3C=CC=CC3)[Pd]([P](C=4C=CC=CC4)(C=5C=CC=CC5)C=6C=CC=CC6)([P](C=7C=CC=CC7)(C=8C=CC=CC8)C=9C=CC=CC9)[P](C=1C=CC=CC1)(C=1C=CC=CC1)C=1C=CC=CC1 (Tetrakis(triphenylphosphine)palladium(0)). Isolated yield 45.1%. The solvent is CN(C)C=O (DMF). RXN SMILES: Br[C:2]1[CH:16]=[N:15][C:5]2[NH:6][C:7]3[CH:12]=[N:11][C:10]([C:13]#[N:14])=[CH:9][C:8]=3[C:4]=2[CH:3]=1.[Cl-].[Li+].CCN(C(C)C)C(C)C.C([Sn](CCCC)(CCCC)[C:33]1[O:34][CH:35]=[CH:36][N:37]=1)CCC.[F-].[K+]>CN(C=O)C.C1C=CC([P]([Pd]([P](C2C=CC=CC=2)(C2C=CC=CC=2)C2C=CC=CC=2)([P](C2C=CC=CC=2)(C2C=CC=CC=2)C2C=CC=CC=2)[P](C2C=CC=CC=2)(C2C=CC=CC=2)C2C=CC=CC=2)(C2C=CC=CC=2)C2C=CC=CC=2)=CC=1>[O:34]1[CH:35]=[CH:36][N:37]=[C:33]1[C:2]1[CH:16]=[N:15][C:5]2[NH:6][C:7]3[CH:12]=[N:11][C:10]([C:13]#[N:14])=[CH:9][C:8]=3[C:4]=2[CH:3]=1 |f:1.2,5.6,^1:56,58,77,96|. Product: O1C(=NC=C1)C1=CC2=C(NC3=C2C=C(N=C3)C#N)N=C1 (3-(Oxazol-2-yl)-9H-dipyrido[2,3-b;4′,3′-d]pyrrole-6-carbonitrile). The reactants are BrC1=CC2=C(NC3=C2C=C(N=C3)C#N)N=C1 (3-bromo-9H-dipyrido[2,3-b;4′,3′-d]pyrrole-6-carbonitrile), [Cl-].[Li+] (lithium chloride), CCN(C(C)C)C(C)C (DIPEA), C(CCC)[Sn](C=1OC=CN1)(CCCC)CCCC (2-(tri-n-butylstannyl)oxazole), [F-].[K+] (potassium fluoride). Reaction conditions: temperature 165 celsius. Reported procedure: A solution of 3-bromo-9H-dipyrido[2,3-b;4′,3′-d]pyrrole-6-carbonitrile (101 mg, 0.369 mmol) and lithium chloride (46.9 mg, 1.11 mmol) in DMF (0.63 mL) was treated with DIPEA (161 μL, 0.922 mmol) and 2-(tri-n-butylstannyl)oxazole (232 μL, 1.11 mmol), and then degassed by the bubbling of nitrogen for 5 minutes. Tetrakis(triphenylphosphine)palladium(0) (21.3 mg, 18.4 μmol, 5.0 mol %) was added and the mixture heated at 165° C. for 15 hours. The mixture was allowed to cool and treated with saturated...